From a dataset of the Open Reaction Database (ORD), a public repository of structured organic reaction records. describe an organic reaction: reactants, conditions, products, and yield Reactants: [OH-].[Ba+2].[OH-] (barium hydroxide), O1CCN(CC1)C(CC1=CC=C2CCCNC2=C1)=S (1-morpholino-2-(1,2,3,4-tetrahydroquinolin-7-yl)-ethanethione). Solvent: C(C)O (ethanol). Run at temperature 80 celsius. Yields the product N1CCCC2=CC=C(C=C12)CC(=O)O (2-(1,2,3,4-Tetrahydroquinolin-7-yl)acetic acid). Reaction SMILES: [OH-:1].[Ba+2].[OH-:3].O1CCN([C:10](=S)[CH2:11][C:12]2[CH:21]=[C:20]3[C:15]([CH2:16][CH2:17][CH2:18][NH:19]3)=[CH:14][CH:13]=2)CC1>C(O)C>[NH:19]1[C:20]2[C:15](=[CH:14][CH:13]=[C:12]([CH2:11][C:10]([OH:3])=[O:1])[CH:21]=2)[CH2:16][CH2:17][CH2:18]1 |f:0.1.2|. Reported procedure: 110 ml of a 20% barium hydroxide solution were added dropwise to a solution of 1-morpholino-2-(1,2,3,4-tetrahydroquinolin-7-yl)-ethanethione (11 g; 1 equiv.) in 55 ml of ethanol, and the resulting reaction mixture was heated for 10 hours at reflux. When the conversion was complete, the solvent was removed under reduced pressure and the residue was taken up in 100 ml of water and heated to 80° C. The reaction mixture was then neutralised carefully with dry ice, filtered over Celite and concentrat... Starting materials: ClCCC(=O)C1=CC=C(C=C1)Cl (3,4′-dichloropropiophenone), N1CCNCC1 (piperazine). The product is ClC1=CC=C(C=C1)C(CCN1CCNCC1)=O (4′-Chloro-3-(piperazin-1-yl)propiophenone). Reaction SMILES: Cl[CH2:2][CH2:3][C:4]([C:6]1[CH:11]=[CH:10][C:9]([Cl:12])=[CH:8][CH:7]=1)=[O:5].[NH:13]1[CH2:18][CH2:17][NH:16][CH2:15][CH2:14]1>>[Cl:12][C:9]1[CH:10]=[CH:11][C:6]([C:4](=[O:5])[CH2:3][CH2:2][N:13]2[CH2:18][CH2:17][NH:16][CH2:15][CH2:14]2)=[CH:7][CH:8]=1. Procedure: 4′-Chloro-3-(piperazin-1-yl)propiophenone was prepared from commercially available 3,4′-dichloropropiophenone (Aldrich, 14,159-3) and piperazine according to the general methodology described at step A of example 1.